From a dataset of the Open Reaction Database (ORD), a public repository of structured organic reaction records. describe an organic reaction: reactants, conditions, products, and yield Starting materials: OC1=C(C=CC(=C1)O)C1=NC(=NC(=N1)C1=CC=CC=C1)C1=CC=CC=C1 (2-(2,4-dihydroxyphenyl)-4,6-bis-phenyl-s-triazine), CC([O-])C.[Al+3].CC([O-])C.CC([O-])C (aluminum isopropoxide), CC(=C)C1=CC=CC=C1 (α-methylstyrene). Solvent: CCCCCCC (heptane). Run at temperature 160 celsius, time 26 hour. The product is OC1=C(C=C(C(=C1)O)C(C)(C1=CC=CC=C1)C)C1=NC(=NC(=N1)C1=CC=CC=C1)C1=CC=CC=C1 (2-[2,4-Dihydroxy-5-(1-methyl-1-phenylethyl)phenyl]-4,6-bis-phenyl-s-triazin). Isolated yield 65.9%. RXN SMILES: [OH:1][C:2]1[CH:7]=[C:6]([OH:8])[CH:5]=[CH:4][C:3]=1[C:9]1[N:14]=[C:13]([C:15]2[CH:20]=[CH:19][CH:18]=[CH:17][CH:16]=2)[N:12]=[C:11]([C:21]2[CH:26]=[CH:25][CH:24]=[CH:23][CH:22]=2)[N:10]=1.CC(C)[O-].[Al+3].CC(C)[O-].CC(C)[O-].[CH3:40][C:41]([C:43]1[CH:48]=[CH:47][CH:46]=[CH:45][CH:44]=1)=[CH2:42]>CCCCCCC>[OH:1][C:2]1[CH:7]=[C:6]([OH:8])[C:5]([C:41]([CH3:42])([C:43]2[CH:48]=[CH:47][CH:46]=[CH:45][CH:44]=2)[CH3:40])=[CH:4][C:3]=1[C:9]1[N:10]=[C:11]([C:21]2[CH:22]=[CH:23][CH:24]=[CH:25][CH:26]=2)[N:12]=[C:13]([C:15]2[CH:20]=[CH:19][CH:18]=[CH:17][CH:16]=2)[N:14]=1 |f:1.2.3.4|. Reported procedure: To a 500 mL three-necked, round-bottomed flask equipped with a magnetic stirrer, dropping funnel, condenser, thermometer, and a nitrogen atmosphere are charged 5.00 g (14.7 mmol) of 2-(2,4-dihydroxyphenyl)-4,6-bis-phenyl-s-triazine and 300 mg of aluminum isopropoxide. The mixture is heated to 160° C. and 17.3 g of α-methylstyrene are added all at once. After stirring at this temperature for 26 hours the mixture is allowed to cool and a portion of heptane is added. Vacuum filtration affords 4.45 ... The reactants are IC1=CC=C(C(=O)Cl)C=C1 (4-Iodobenzoyl chloride), C(C)NCC (diethylamine). Solvent: C(C)N(CC)CC (triethylamine). Reaction conditions: time 1 hour. Yields the product C(C)N(C(C1=CC=C(C=C1)I)=O)CC (N,N-Diethyl-4-iodobenzamide). Isolated yield 89.7%. RXN SMILES: [I:1][C:2]1[CH:10]=[CH:9][C:5]([C:6](Cl)=[O:7])=[CH:4][CH:3]=1.[CH2:11]([NH:13][CH2:14][CH3:15])[CH3:12]>C(N(CC)CC)C>[CH2:11]([N:13]([CH2:14][CH3:15])[C:6](=[O:7])[C:5]1[CH:9]=[CH:10][C:2]([I:1])=[CH:3][CH:4]=1)[CH3:12]. Procedure: 4-Iodobenzoyl chloride (10.0 g) was added portionwise to diethylamine (2.92 g) in triethylamine (40 ml) at 20°. The resulting slurry was stirred at room temperature for 1 h, diluted with ER (150 ml), filtered and evaporated to give the title compound as an orange solid (10.2 g) m.p. 68°-70°. Reactants: CCOC(=O)c1cn2ncc(C#N)c(Cl)c2c1CC(C(=O)OCC)C(=O)OCC, Nc1ccc(Oc2ccccc2)cc1, CN(C)C=O. Product: CCOC(=O)c1cn2ncc(C#N)c(Nc3ccc(Oc4ccccc4)cc3)c2c1CC(C(=O)OCC)C(=O)OCC. Reaction SMILES: [CH2:1]([CH3:2])[O:3][C:4]([CH:5]([C:6](=[O:7])[O:8][CH2:9][CH3:10])[CH2:11][c:12]1[c:13]([C:24](=[O:25])[O:26][CH2:27][CH3:28])[cH:14][n:15]2[n:16][cH:17][c:18]([C:22]#[N:23])[c:19]([Cl:21])[c:20]12)=[O:29].[O:30]([c:31]1[cH:32][cH:33][cH:34][cH:35][cH:36]1)[c:37]1[cH:38][cH:39][c:40]([NH2:43])[cH:41][cH:42]1.[O:44]=[CH:45][N:46]([CH3:47])[CH3:48]>>[CH2:1]([CH3:2])[O:3][C:4]([CH:5]([C:6](=[O:7])[O:8][CH2:9][CH3:10])[CH2:11][c:12]1[c:13]([C:24](=[O:25])[O:26][CH2:27][CH3:28])[cH:14][n:15]2[n:16][cH:17][c:18]([C:22]#[N:23])[c:19]([NH:43][c:40]3[cH:39][cH:38][c:37]([O:30][c:31]4[cH:32][cH:33][cH:34][cH:35][cH:36]4)[cH:42][cH:41]3)[c:20]12)=[O:29]. Starting materials: [H-].[Na+] (sodium hydride), FS(C1=CC=C(C=C1)/C=C/C=1OC=C(N1)COC1=CC=C(C=C1)CCCCC=1N=NNN1)(F)(F)(F)F (5-[4-(4-{2-[(E)-2-(-4-pentafluorosulfanyl-phenyl)-vinyl]-oxazol-4-ylmethoxy}-phenyl)-butyl]-2H-tetrazole), BrCCO (2-bromoethanol). The solvent is CN(C)C=O (DMF). Conditions: time 15 minute. The product is FS(C1=CC=C(C=C1)C=CC=1OC=C(N1)COC1=CC=C(C=C1)CCCCC1=NN=NN1CCO)(F)(F)(F)F (2-{5-[4-(4-{2-[2-(4-Pentafluorosulfanyl-phenyl)-vinyl]-oxazol-4-ylmethoxy}-phenyl)-butyl]-tetrazol-1-yl}-ethanol), FS(C1=CC=C(C=C1)C=CC=1OC=C(N1)COC1=CC=C(C=C1)CCCCC=1N=NN(N1)CCO)(F)(F)(F)F (2-{5-[4-(4-{2-[2-(4-Pentafluorosulfanyl-phenyl)-vinyl]-oxazol-4-ylmethoxy}-phenyl)-butyl]-tetrazol-2-yl}-ethanol). As a reaction SMILES: [H-].[Na+].[F:3][S:4]([F:38])([F:37])([F:36])([F:35])[C:5]1[CH:10]=[CH:9][C:8](/[CH:11]=[CH:12]/[C:13]2[O:14][CH:15]=[C:16]([CH2:18][O:19][C:20]3[CH:25]=[CH:24][C:23]([CH2:26][CH2:27][CH2:28][CH2:29][C:30]4[N:31]=[N:32][NH:33][N:34]=4)=[CH:22][CH:21]=3)[N:17]=2)=[CH:7][CH:6]=1.Br[CH2:40][CH2:41][OH:42]>CN(C=O)C>[F:38][S:4]([F:35])([F:3])([F:36])([F:37])[C:5]1[CH:6]=[CH:7][C:8]([CH:11]=[CH:12][C:13]2[O:14][CH:15]=[C:16]([CH2:18][O:19][C:20]3[CH:21]=[CH:22][C:23]([CH2:26][CH2:27][CH2:28][CH2:29][C:30]4[N:34]([CH2:40][CH2:41][OH:42])[N:33]=[N:32][N:31]=4)=[CH:24][CH:25]=3)[N:17]=2)=[CH:9][CH:10]=1.[F:38][S:4]([F:35])([F:3])([F:36])([F:37])[C:5]1[CH:6]=[CH:7][C:8]([CH:11]=[CH:12][C:13]2[O:14][CH:15]=[C:16]([CH2:18][O:19][C:20]3[CH:21]=[CH:22][C:23]([CH2:26][CH2:27][CH2:28][CH2:29][C:30]4[N:31]=[N:32][N:33]([CH2:40][CH2:41][OH:42])[N:34]=4)=[CH:24][CH:25]=3)[N:17]=2)=[CH:9][CH:10]=1 |f:0.1|. Procedure details: 6.4 mg (0.16 mmol) 95% sodium hydride were added to a solution of 82.0 mg (0.156 mmol) 5-[4-(4-{2-[(E)-2-(-4-pentafluorosulfanyl-phenyl)-vinyl]-oxazol-4-ylmethoxy}-phenyl)-butyl]-2H-tetrazole in 2.0 ml DMF and stirred for 15 min. 19.8 mg (0.159 mmol) 2-bromoethanol were added, the mixture stirred overnight and evaporated. Separation by LC-MS (methanol/water 3:1, pH=2.3) on a C4 reversed phase column (YMC-PACK® C4 (Butyl) reversed phase column from YMC Europe GmbH, Schermbeck, Germany) gave 32 mg... Starting materials: O.O.O.O.O.O.[N+](=O)([O-])[O-].[Ce+3].[N+](=O)([O-])[O-].[N+](=O)([O-])[O-] (cerium nitrate hexahydrate). Run in O (water). Yields the product [N+](=O)([O-])[O-].[Ce+3].[N+](=O)([O-])[O-].[N+](=O)([O-])[O-] (cerium nitrate). Reaction SMILES: O.O.O.O.O.O.[N+:7]([O-:10])([O-:9])=[O:8].[Ce+3:11].[N+:12]([O-:15])([O-:14])=[O:13].[N+:16]([O-:19])([O-:18])=[O:17]>O>[N+:7]([O-:10])([O-:9])=[O:8].[Ce+3:11].[N+:12]([O-:15])([O-:14])=[O:13].[N+:16]([O-:19])([O-:18])=[O:17] |f:0.1.2.3.4.5.6.7.8.9,11.12.13.14|. Procedure details: In a dissolving step 30, 22 g of cerium nitrate hexahydrate is dissolved in 500 ml of a distilled water by stirring, for thereby providing a colorless and transparent cerium nitrate solution. Like the tin tetrachloride in the illustrated first embodiment, the cerium nitrate in the solution of this embodiment is ionized into cerium ions Ce3+ and nitric acid ions NO3−. This dissolving step 30 corresponds to the step of preparing the acidic solution. The dissolving step 30 is followed by a stirring... The reactants are O=C(NCc1cccc([N+](=O)[O-])c1)c1ccc(C(=O)O)c(Br)c1, CC(=O)O, [Fe], O. Product: Nc1cccc(CNC(=O)c2ccc(C(=O)O)c(Br)c2)c1. Reaction SMILES: [Br:1][c:2]1[c:3]([C:4](=[O:5])[OH:6])[cH:7][cH:8][c:9]([C:11](=[O:12])[NH:13][CH2:14][c:15]2[cH:16][c:17]([N+:21]([O-:22])=[O:23])[cH:18][cH:19][cH:20]2)[cH:10]1.[CH3:25][C:26](=[O:27])[OH:28].[Fe:29].[OH2:24]>>[Br:1][c:2]1[c:3]([C:4](=[O:5])[OH:6])[cH:7][cH:8][c:9]([C:11](=[O:12])[NH:13][CH2:14][c:15]2[cH:16][c:17]([NH2:21])[cH:18][cH:19][cH:20]2)[cH:10]1. Starting materials: C(C1=CC=CC=C1)OC(=O)C1=C(C(=C(N1)C)CCC(=O)OC)C (Methyl 5-(benzyloxycarbonyl)-2,4-dimethyl-3-pyrrolepropionate). The reagents and catalysts are [Pd] (Pd—C). The solvent is CC(=O)C (acetone). Yields the product COC(=O)CCC1=C(NC=C1C)C (3-(2-Methoxycarbonylethyl)-2,4-dimethylpyrrole). Yield: 90.1%. As a reaction SMILES: C(OC([C:11]1[NH:15][C:14]([CH3:16])=[C:13]([CH2:17][CH2:18][C:19]([O:21][CH3:22])=[O:20])[C:12]=1[CH3:23])=O)C1C=CC=CC=1>CC(C)=O.[Pd]>[CH3:22][O:21][C:19]([CH2:18][CH2:17][C:13]1[C:12]([CH3:23])=[CH:11][NH:15][C:14]=1[CH3:16])=[O:20]. Reported procedure: Methyl 5-(benzyloxycarbonyl)-2,4-dimethyl-3-pyrrolepropionate (3.1 g, 9.8 mmol) was dissolved in acetone (100 mL). This solution was added with 10% Pd—C, and stirred at room temperature under hydrogen gas. When the starting material disappeared, the reaction mixture was filtered, and the filtrate was distilled under reduced pressure. The residue was added with trifluoroacetic acid (10 mL), and heated at 40° C. for 10 minutes under an argon flow. The reaction mixture was added with chloroform, an...